Dataset: the Open Reaction Database (ORD), a public repository of structured organic reaction records. Task: describe an organic reaction: reactants, conditions, products, and yield Reactants: C1CCOC1, CCOC(C)=O, O=C(O)c1ccc(-c2nc3ccc(C4(c5ccccc5)CC4)nc3s2)c(F)c1, [NH4+], [OH-], O=S(Cl)Cl. Yields the product NC(=O)c1ccc(-c2nc3ccc(C4(c5ccccc5)CC4)nc3s2)c(F)c1. RXN SMILES: [CH2:35]1[O:36][CH2:37][CH2:38][CH2:39]1.[CH3:40][CH2:41][O:42][C:43]([CH3:44])=[O:45].[F:1][c:2]1[cH:3][c:4]([C:5](=[O:6])[OH:7])[cH:8][cH:9][c:10]1-[c:11]1[s:12][c:13]2[n:14][c:15]([C:20]3([c:23]4[cH:24][cH:25][cH:26][cH:27][cH:28]4)[CH2:21][CH2:22]3)[cH:16][cH:17][c:18]2[n:19]1.[NH4+:29].[OH-:30].[S:31]([Cl:32])([Cl:33])=[O:34]>>[F:1][c:2]1[cH:3][c:4]([C:5](=[O:6])[NH2:29])[cH:8][cH:9][c:10]1-[c:11]1[s:12][c:13]2[n:14][c:15]([C:20]3([c:23]4[cH:24][cH:25][cH:26][cH:27][cH:28]4)[CH2:21][CH2:22]3)[cH:16][cH:17][c:18]2[n:19]1. Reactants: C=1C=CC2=C(C1)N=NN2O (HOBt), C(CCl)Cl (EDC), Cl.COC(CCN)=O (β-Alanine methyl ester HCl salt), CCN(C(C)C)C(C)C (Hunig's base), COC(=O)C=1C(=C2C=C(C(N(C2=C(N1)C1=NC=CC=C1)CC1=CC=CC=C1)=O)C1=CC=CC=C1)O (1-benzyl-5-hydroxy-2-oxo-3-phenyl-8-pyridin-2-yl-1,2-dihydro-[1,7]naphthyridine-6-carboxylic acid methyl ester), [OH-].[Na+] (NaOH). Run in CCOC(=O)C (EtOAc), O (water), C(Cl)Cl (CH2Cl2), C1CCOC1 (THF), CO (MeOH). Conditions: time 16 hour. Yields the product COC(CCNC(=O)C=1C(=C2C=C(C(N(C2=C(N1)C1=NC=CC=C1)CC1=CC=CC=C1)=O)C1=CC=CC=C1)O)=O (3-[(1-Benzyl-5-hydroxy-2-oxo-3-phenyl-8-pyridin-2-yl-1,2-dihydro-[1,7]naphthyridine-6-carbonyl)-amino]-propionic acid methyl ester). The yield is 68.2%. Reaction SMILES: CO[C:3]([C:5]1[C:6]([OH:35])=[C:7]2[C:12](=[C:13]([C:15]3[CH:20]=[CH:19][CH:18]=[CH:17][N:16]=3)[N:14]=1)[N:11]([CH2:21][C:22]1[CH:27]=[CH:26][CH:25]=[CH:24][CH:23]=1)[C:10](=[O:28])[C:9]([C:29]1[CH:34]=[CH:33][CH:32]=[CH:31][CH:30]=1)=[CH:8]2)=[O:4].[OH-].[Na+].C1C=CC2N(O)N=NC=2C=1.C(Cl)CCl.Cl.[CH3:53][O:54][C:55](=[O:59])[CH2:56][CH2:57][NH2:58].CCN(C(C)C)C(C)C>CCOC(C)=O.O.C(Cl)Cl.C1COCC1.CO>[CH3:53][O:54][C:55](=[O:59])[CH2:56][CH2:57][NH:58][C:3]([C:5]1[C:6]([OH:35])=[C:7]2[C:12](=[C:13]([C:15]3[CH:20]=[CH:19][CH:18]=[CH:17][N:16]=3)[N:14]=1)[N:11]([CH2:21][C:22]1[CH:27]=[CH:26][CH:25]=[CH:24][CH:23]=1)[C:10](=[O:28])[C:9]([C:29]1[CH:30]=[CH:31][CH:32]=[CH:33][CH:34]=1)=[CH:8]2)=[O:4] |f:1.2,5.6|. Procedure details: A mixture of 1-benzyl-5-hydroxy-2-oxo-3-phenyl-8-pyridin-2-yl-1,2-dihydro-[1,7]naphthyridine-6-carboxylic acid methyl ester (80 mg, 0.17 mmol), 2 M NaOH (3 mL), MeOH (3 mL) and THF (3 mL) was stirred at r.t. for 16 h. The mixture was concentrated to approximately one-third of its original volume, and then acidified to pH about 3-4. The resulting suspension was extracted with EtOAc. The organic layer was dried over MgSO4 and concentrated. To the residue were then added HOBt (37 mg, 0.28 mmol), CH...